Dataset: the Open Reaction Database (ORD), a public repository of structured organic reaction records. Task: describe an organic reaction: reactants, conditions, products, and yield Starting materials: BrBr (bromine), C(C)(=O)C1=CC=CC=2C(C(=C(OC21)C2=CC=CC=C2)C)=O (8-Acetyl-3-methyl-4-oxo-2-phenyl-4H-1-benzopyran). Run in C(Cl)(Cl)Cl (chloroform), C(Cl)(Cl)Cl (chloroform). Run at time 1 hour. Yields the product BrCC(=O)C1=CC=CC=2C(C(=C(OC21)C2=CC=CC=C2)C)=O (8-Bromoacetyl-3-methyl-4-oxo-2-phenyl-4H-1-benzopyran). Isolated yield 63.9%. RXN SMILES: [Br:1]Br.[C:3]([C:6]1[C:15]2[O:14][C:13]([C:16]3[CH:21]=[CH:20][CH:19]=[CH:18][CH:17]=3)=[C:12]([CH3:22])[C:11](=[O:23])[C:10]=2[CH:9]=[CH:8][CH:7]=1)(=[O:5])[CH3:4]>C(Cl)(Cl)Cl>[Br:1][CH2:4][C:3]([C:6]1[C:15]2[O:14][C:13]([C:16]3[CH:21]=[CH:20][CH:19]=[CH:18][CH:17]=3)=[C:12]([CH3:22])[C:11](=[O:23])[C:10]=2[CH:9]=[CH:8][CH:7]=1)=[O:5]. Procedure details: A solution of 11.2 g of bromine in 250 ml of chloroform was added, over a period of two hours at 20°-25° C., to a solution of 19.5 g of the Intermediate V in 700 ml of chloroform. After stirring for 1 hour at 20°-25° C., the solution was washed with 400 ml of 2N aqueous sodium hydroxide solution and then repeatedly with water, dried with anhydrous sodium sulfate and stripped in vacuo. The crude product was treated with diethyl ether, collected by suction filtration and crystallized from acetone,...